From a dataset of the Open Reaction Database (ORD), a public repository of structured organic reaction records. describe an organic reaction: reactants, conditions, products, and yield Reactants: C(C1=CC=CC=C1)OC(=O)N[C@@H](C)C(=O)N1[C@@H](CCCCCC1)C(=O)O (1-[N-benzyloxycarbonyl-(S)-alanyl]-azacyclooctane-2(S)-carboxylic acid). Reagents/catalysts: [Pd] (palladium-on-charcoal). Run in CO (methanol). The product is N[C@@H](C)C(=O)N1[C@@H](CCCCCC1)C(=O)O (1-[(S)-alanyl]azacyclooctane-2(S)-carboxylic acid). As a reaction SMILES: C(OC([NH:11][C@H:12]([C:14]([N:16]1[CH2:23][CH2:22][CH2:21][CH2:20][CH2:19][CH2:18][C@H:17]1[C:24]([OH:26])=[O:25])=[O:15])[CH3:13])=O)C1C=CC=CC=1>CO.[Pd]>[NH2:11][C@H:12]([C:14]([N:16]1[CH2:23][CH2:22][CH2:21][CH2:20][CH2:19][CH2:18][C@H:17]1[C:24]([OH:26])=[O:25])=[O:15])[CH3:13]. Reported procedure: Dissolve 1.59 g of 1-[N-benzyloxycarbonyl-(S)-alanyl]-azacyclooctane-2(S)-carboxylic acid in 100 ml of methanol. Add 0.40 g 10% palladium-on-charcoal and hydrogenate the mixture at atmospheric pressure. Filter the mixture and concentrate in vacuo to give 1-[(S)-alanyl]azacyclooctane-2(S)-carboxylic acid.